This data is from the Open Reaction Database (ORD), a public repository of structured organic reaction records. The task is: describe an organic reaction: reactants, conditions, products, and yield The product is O=C(CCC1OCCO1)c1ccc(Cl)c(Cl)c1. Reaction SMILES: [Br:1][CH2:2][CH2:3][CH:4]1[O:5][CH2:6][CH2:7][O:8]1.[Cl-:10].[Cl-:12].[Cl-:24].[Cl:13][c:14]1[cH:15][c:16]([C:17](=[O:18])[Cl:19])[cH:20][cH:21][c:22]1[Cl:23].[Cu:31][Br:32].[Mg+2:11].[Mg:9].[NH4+:25].[O:26]1[CH2:27][CH2:28][CH2:29][CH2:30]1.[OH2:33]>>[CH2:2]([CH2:3][CH:4]1[O:5][CH2:6][CH2:7][O:8]1)[C:17]([c:16]1[cH:15][c:14]([Cl:13])[c:22]([Cl:23])[cH:21][cH:20]1)=[O:18]. Reactants: BrCCC1OCCO1, [Cl-], [Cl-], [Cl-], O=C(Cl)c1ccc(Cl)c(Cl)c1, [Cu]Br, [Mg+2], [Mg], [NH4+], C1CCOC1, O.